From a dataset of the Open Reaction Database (ORD), a public repository of structured organic reaction records. describe an organic reaction: reactants, conditions, products, and yield The reactants are C(#C)C=1SC(=C(N1)C)C(=O)OCC (ethyl 2-ethynyl-4-methylthiazole-5-carboxylate), C(C)(C)N(C(C)C)CC (N,N-diisopropylethylamine), C(C1=CC=CC=C1)N=[N+]=[N-] (benzylazide). Reagents/catalysts: [Cu]I (copper(I) iodide). Solvent: O1CCCC1 (tetrahydrofuran). Reaction conditions: time 17 hour. Product: C(C1=CC=CC=C1)N1N=NC(=C1)C=1SC(=C(N1)C)C(=O)OCC (ethyl 2-(1-benzyl-1H-1,2,3-triazol-4-yl)-4-methylthiazole-5-carboxylate). The yield is 98.6%. As a reaction SMILES: [C:1]([C:3]1[S:4][C:5]([C:9]([O:11][CH2:12][CH3:13])=[O:10])=[C:6]([CH3:8])[N:7]=1)#[CH:2].C(N(CC)C(C)C)(C)C.[CH2:23]([N:30]=[N+:31]=[N-:32])[C:24]1[CH:29]=[CH:28][CH:27]=[CH:26][CH:25]=1>O1CCCC1.[Cu]I>[CH2:23]([N:30]1[CH:2]=[C:1]([C:3]2[S:4][C:5]([C:9]([O:11][CH2:12][CH3:13])=[O:10])=[C:6]([CH3:8])[N:7]=2)[N:32]=[N:31]1)[C:24]1[CH:29]=[CH:28][CH:27]=[CH:26][CH:25]=1. Procedure details: To a solution of ethyl 2-ethynyl-4-methylthiazole-5-carboxylate (0.19 g, 0.71 mmol) in tetrahydrofuran (5 mLl) was added copper(I) iodide (0.003 g, 0.014 mmol), N,N-diisopropylethylamine (0.15 mL, 0.74 mmol) and benzylazide (0.11 g, 0.85 mmol). The reaction mixture was stirred at ambient temperature for 17 hours and concentrated in vacuo. The residue was purified by column chromatography (ethyl acetate:hexanes, 1:1) to afford the title compound as a yellow solid (0.23 g, 98%): 1H NMR (300 MHz, C... RXN SMILES: [C:1]([O:5][C:6]([N:8]1[CH2:13][CH2:12][CH2:11][CH2:10][CH:9]1[CH2:14][CH2:15][O:16][C:17]1[C:26]2[C:21](=[CH:22][C:23]([Cl:30])=[C:24]([C:27](O)=[O:28])[CH:25]=2)[NH:20][C:19](=[O:31])[C:18]=1[C:32]1[CH:37]=[C:36]([CH3:38])[CH:35]=[C:34]([CH3:39])[CH:33]=1)=[O:7])([CH3:4])([CH3:3])[CH3:2].ON1C2C=CC=CC=2N=N1.[CH2:50]([NH:54][CH2:55][CH:56]([CH3:58])[CH3:57])[CH:51]([CH3:53])[CH3:52].Cl.CN(C)CCCN=C=NCC>C(Cl)Cl.C(N(CC)CC)C>[C:1]([O:5][C:6]([N:8]1[CH2:13][CH2:12][CH2:11][CH2:10][CH:9]1[CH2:14][CH2:15][O:16][C:17]1[C:26]2[C:21](=[CH:22][C:23]([Cl:30])=[C:24]([C:27](=[O:28])[N:54]([CH2:55][CH:56]([CH3:58])[CH3:57])[CH2:50][CH:51]([CH3:53])[CH3:52])[CH:25]=2)[NH:20][C:19](=[O:31])[C:18]=1[C:32]1[CH:33]=[C:34]([CH3:39])[CH:35]=[C:36]([CH3:38])[CH:37]=1)=[O:7])([CH3:3])([CH3:4])[CH3:2] |f:3.4|. Reported procedure: To a solution of 4-[2-(1-tert-butoxycarbonyl-piperidin-2-yl)-ethoxy]-7-chloro-3-(3,5-dimethylphenyl)-2-oxo-1,2-dihydroquinoline-6-carboxylic acid (48 mg in 0.50 mL methylene chloride) was added 12 mg 1-hydroxybenzotriazole (HOBt) followed by 0.020 mL diisobutylamine, 0.025 mL triethylamine and 33 mg 1-(3-dimethylaminopropyl)-3-ethylcarbodiimide hydrochloride (EDC) and the mixture stirred at room temperature. After 22 hours, the mixture was diluted with methylene chloride and washed with 10% aque... Starting materials: Cl.CN(CCCN=C=NCC)C (1-(3-dimethylaminopropyl)-3-ethylcarbodiimide hydrochloride), C(C)(C)(C)OC(=O)N1C(CCCC1)CCOC1=C(C(NC2=CC(=C(C=C12)C(=O)O)Cl)=O)C1=CC(=CC(=C1)C)C (4-[2-(1-tert-butoxycarbonyl-piperidin-2-yl)-ethoxy]-7-chloro-3-(3,5-dimethylphenyl)-2-oxo-1,2-dihydroquinoline-6-carboxylic acid), ON1N=NC2=C1C=CC=C2 (1-hydroxybenzotriazole), C(C(C)C)NCC(C)C (diisobutylamine). Product: C(C)(C)(C)OC(=O)N1C(CCCC1)CCOC1=C(C(NC2=CC(=C(C=C12)C(N(CC(C)C)CC(C)C)=O)Cl)=O)C1=CC(=CC(=C1)C)C (2-{2-[7-chloro-6-diisobutylcarbamoyl-3-(3,5-dimethylphenyl)-2-oxo-1,2-dihydroquinolin-4-yloxy]-ethyl}-piperidine-1-carboxylic acid tert-butyl ester). Conditions: time 22 hour. Run in C(Cl)Cl (methylene chloride), C(C)N(CC)CC (triethylamine).